This data is from the Open Reaction Database (ORD), a public repository of structured organic reaction records. The task is: describe an organic reaction: reactants, conditions, products, and yield The reactants are C(C)C1=CC=C(C=C1)C1CC(CNC1)C(=O)NC1=CC=CC=C1 (5-(4-ethylphenyl)-N-phenylpiperidine-3-carboxamide), C(C)N(C(=O)Cl)C (ethyl(methyl)carbamoyl chloride). Product: C(C)N(C(=O)N1CC(CC(C1)C1=CC=C(C=C1)CC)C(=O)NC1=CC=CC=C1)C (N1-Ethyl-5-(4-ethylphenyl)-N1-methyl-N3-phenylpiperidine-1,3-dicarboxamide). Reaction SMILES: [CH2:1]([C:3]1[CH:8]=[CH:7][C:6]([CH:9]2[CH2:14][NH:13][CH2:12][CH:11]([C:15]([NH:17][C:18]3[CH:23]=[CH:22][CH:21]=[CH:20][CH:19]=3)=[O:16])[CH2:10]2)=[CH:5][CH:4]=1)[CH3:2].[CH2:24]([N:26]([CH3:30])[C:27](Cl)=[O:28])[CH3:25]>>[CH2:24]([N:26]([CH3:30])[C:27]([N:13]1[CH2:14][CH:9]([C:6]2[CH:5]=[CH:4][C:3]([CH2:1][CH3:2])=[CH:8][CH:7]=2)[CH2:10][CH:11]([C:15]([NH:17][C:18]2[CH:19]=[CH:20][CH:21]=[CH:22][CH:23]=2)=[O:16])[CH2:12]1)=[O:28])[CH3:25]. Reported procedure: 250 mg (0.74 mmol) of 5-(4-ethylphenyl)-N-phenylpiperidine-3-carboxamide (Example 17A) and 117 mg (0.96 mmol, 1.3 eq.) of ethyl(methyl)carbamoyl chloride were reacted according to General Method 3. Yield: 215 mg (74% of theory)